From a dataset of the Open Reaction Database (ORD), a public repository of structured organic reaction records. describe an organic reaction: reactants, conditions, products, and yield Reactants: CN(C)c1cc(NC(=O)OC(C)(C)C)c(NC(=O)CC(=O)c2cccc(C#N)c2)cc1Cl, ClCCl, O=C(O)C(F)(F)F. The product is CN(C)c1cc2c(cc1Cl)NC(=O)CC(c1cccc(C#N)c1)=N2. RXN SMILES: [C:1]([O:2][C:3](=[O:4])[NH:7][c:8]1[c:9]([NH:18][C:19]([CH2:20][C:21](=[O:5])[c:23]2[cH:24][c:25]([C:29]#[N:30])[cH:26][cH:27][cH:28]2)=[O:31])[cH:10][c:11]([Cl:17])[c:12]([N:14]([CH3:15])[CH3:16])[cH:13]1)([CH3:6])([CH3:22])[CH3:32].[Cl:40][CH2:41][Cl:42].[F:33][C:34]([F:35])([F:36])[C:37]([OH:38])=[O:39]>>[N:7]1=[C:21]([c:23]2[cH:24][c:25]([C:29]#[N:30])[cH:26][cH:27][cH:28]2)[CH2:20][C:19](=[O:31])[NH:18][c:9]2[c:8]1[cH:13][c:12]([N:14]([CH3:15])[CH3:16])[c:11]([Cl:17])[cH:10]2. Reactants: CC(C)(C(=O)O)c1ccccc1, COc1ccc(N)cc1. The reagents and catalysts are C1CCN(C1)[P+](N2CCCC2)(N3CCCC3)ON4C5=C(C=CC=N5)N=N4.F[P-](F)(F)(F)(F)F (PyAOP), CCN(C(C)C)C(C)C (DIPEA). Run in CN(C)C=O (DMF), CN(C)C=O (DMF), CN(C)C=O (DMF), CN(C)C=O (DMF), CN(C)C=O (DMF), CN(C)C=O (DMF). Run at temperature 25 celsius, time 2 hour. Product: COc1ccc(NC(=O)C(C)(C)c2ccccc2)cc1. Yield: 90.4%. Reaction SMILES: COc1ccc(N)cc1.CC(C)(C(=O)O)c1ccccc1.C1CCN(C1)[P+](N2CCCC2)(N3CCCC3)ON4C5=C(C=CC=N5)N=N4.F[P-](F)(F)(F)(F)F.CCN(C(C)C)C(C)C.CN(C)C=O>>COc1ccc(NC(=O)C(C)(C)c2ccccc2)cc1.